Dataset: the Open Reaction Database (ORD), a public repository of structured organic reaction records. Task: describe an organic reaction: reactants, conditions, products, and yield The reactants are [Li]C, CO, CCOCC, COC(=O)C12CC3CC(CC(C(=O)O)(C3)C1)C2, [Cl-], [Cl-], [Cu]I, [NH4+]. The product is COC(=O)C12CC3CC(CC(C(C)=O)(C3)C1)C2. RXN SMILES: [CH3:1][Li:2].[CH3:21][OH:22].[CH3:25][CH2:26][O:27][CH2:28][CH3:29].[CH3:4][O:5][C:6](=[O:7])[C:8]12[CH2:9][C:10]3([C:18]([OH:19])=[O:20])[CH2:11][CH:12]([CH2:13][CH:14]([CH2:15]1)[CH2:16]3)[CH2:17]2.[Cl-:23].[Cl-:3].[Cu:30][I:31].[NH4+:24]>>[CH3:4][O:5][C:6](=[O:7])[C:8]12[CH2:9][C:10]3([C:21](=[O:22])[CH3:25])[CH2:11][CH:12]([CH2:13][CH:14]([CH2:15]1)[CH2:16]3)[CH2:17]2. Reactants: FC(S(=O)(=O)OC=1C2=C(N=C(N1)C1CCCC1)CCCS2)(F)F (2-cyclopentyl-7,8-dihydro-6H-thiopyrano[3,2-d]pyrimidin-4-yl trifluoromethanesulfonate), NC1=CC=C(C=C1)CC(=O)N (2-(4-aminophenyl)acetamide). Yields the product C1(CCCC1)C=1N=C(C2=C(N1)CCCS2)NC2=CC=C(C=C2)CC(=O)N (2-(4-((2-cyclopentyl-7,8-dihydro-6H-thiopyrano[3,2-d]pyrimidin-4-yl)amino)phenyl)acetamide). The yield is 54.3%. As a reaction SMILES: FC(F)(F)S(O[C:7]1[C:8]2[S:21][CH2:20][CH2:19][CH2:18][C:9]=2[N:10]=[C:11]([CH:13]2[CH2:17][CH2:16][CH2:15][CH2:14]2)[N:12]=1)(=O)=O.[NH2:24][C:25]1[CH:30]=[CH:29][C:28]([CH2:31][C:32]([NH2:34])=[O:33])=[CH:27][CH:26]=1>>[CH:13]1([C:11]2[N:12]=[C:7]([NH:24][C:25]3[CH:26]=[CH:27][C:28]([CH2:31][C:32]([NH2:34])=[O:33])=[CH:29][CH:30]=3)[C:8]3[S:21][CH2:20][CH2:19][CH2:18][C:9]=3[N:10]=2)[CH2:17][CH2:16][CH2:15][CH2:14]1. Procedure details: Following general procedure H, 2-cyclopentyl-7,8-dihydro-6H-thiopyrano[3,2-d]pyrimidin-4-yl trifluoromethanesulfonate (0.133 g, 0.36 mmol) was reacted with 2-(4-aminophenyl)acetamide (0.063 g, 0.43 mmol) to afford the title compound (0.072 g, 54%) as an off-white solid. MW=368.50. 1H NMR (DMSO-d6, 300 MHz) δ 7.91 (s, 1H), 7.59 (d, J=8.5 Hz, 2H), 7.44 (s, 1H), 7.16 (d, J=8.5 Hz, 2H), 3.31 (s, 2H), 3.13-3.07 (m, 2H), 3.00 (quin, J=8.0 Hz, 1H), 2.75 (t, J=6.5 Hz, 2H), 2.17-2.06 (m, 2H), 1.97-1.48 (... The reactants are C(C)(C)(C)OC(=O)NCCCCCO (5-(tert-butoxycarbonylamino)pentan-1-ol), CS(=O)(=O)Cl (methanesulfonyl chloride). Solvent: N1=CC=CC=C1 (pyridine). Run at time 8 hour. The product is CS(=O)(=O)OCCCCCNC(=O)OC(C)(C)C (5-(tert-Butoxycarbonylamino)pentyl methanesulfonate). Isolated yield 98.5%. As a reaction SMILES: [C:1]([O:5][C:6]([NH:8][CH2:9][CH2:10][CH2:11][CH2:12][CH2:13][OH:14])=[O:7])([CH3:4])([CH3:3])[CH3:2].[CH3:15][S:16](Cl)(=[O:18])=[O:17]>N1C=CC=CC=1>[CH3:15][S:16]([O:14][CH2:13][CH2:12][CH2:11][CH2:10][CH2:9][NH:8][C:6]([O:5][C:1]([CH3:4])([CH3:3])[CH3:2])=[O:7])(=[O:18])=[O:17]. Procedure details: A solution of 28.6 g of 5-(tert-butoxycarbonylamino)pentan-1-ol in 100 ml of pyridine is cooled to 0° C. and 16.2 g of methanesulfonyl chloride are added dropwise in 3 hours at 0° C. The reaction mixture is stirred overnight at RT and concentrated under vacuum. The residue is taken up with water and extracted with AcOEt, the organic phase is washed three times with water, three times with a 5% solution of potassium hydrogensulfate, three times with water and with a saturated solution of NaCl and...